Dataset: the Open Reaction Database (ORD), a public repository of structured organic reaction records. Task: describe an organic reaction: reactants, conditions, products, and yield Starting materials: C(=O)(OCC1=CC=CC=C1)NCC(=O)NC=1SC(=NN1)S(=O)(=O)N (2-(N-carbobenzyloxyglycylamino)-1,3,4-thiadiazole-5-sulfonamide), Br (hydrogen bromide), C(C)OCC (Diethyl ether). Run in C(C)(=O)O (acetic acid), C(C)(=O)O (acetic acid). Conditions: time 3 hour. Yields the product Br.NCC(=O)NC=1SC(=NN1)S(=O)(=O)N (2-(glycylamino)-1,3,4-thiadiazole-5-sulfonamide hydrobromide). As a reaction SMILES: C([NH:11][CH2:12][C:13]([NH:15][C:16]1[S:17][C:18]([S:21]([NH2:24])(=[O:23])=[O:22])=[N:19][N:20]=1)=[O:14])(OCC1C=CC=CC=1)=O.[BrH:25].C(OCC)C>C(O)(=O)C>[BrH:25].[NH2:11][CH2:12][C:13]([NH:15][C:16]1[S:17][C:18]([S:21]([NH2:24])(=[O:23])=[O:22])=[N:19][N:20]=1)=[O:14] |f:4.5|. Procedure: The desired compound is prepared by subjecting 2-(N-carbobenzyloxyglycylamino)-1,3,4-thiadiazole-5-sulfonamide (0.5 gram) suspended in glacial acetic acid (5 ml) to a solution of hydrogen bromide in glacial acetic acid (32% w/w, 8.0 ml) at room temperature for 1 hour with stirring. Diethyl ether (50 ml) is then added and the mixture set aside for three hours at 0° C. The solid precipitate is collected, washed with diethyl ether, and dried to give the desired product, 2-(glycylamino)-1,3,4-thiadi... Starting materials: C(C1=CC=CC=C1)OCC1CC(NN=C1C=1C=2N(C(=CC1)OC)N=C(C2)C(F)(F)F)=O (5-benzyloxymethyl-6-(7-methoxy-2-trifluoromethyl-pyrazolo[1,5-a]pyridine-4-yl)-4,5-dihydro-3-(2H)-pyridazinone), [H][H] (hydrogen). The reagents and catalysts are [C].[Pd] (palladium carbon). Run in C(C)O (ethanol), C(C)(=O)OCC (ethyl acetate). The product is OCC1CC(NN=C1C=1C=2N(C(=CC1)OC)N=C(C2)C(F)(F)F)=O (5-hydroxymethyl-6-(7-methoxy-2-trifluoromethyl-pyrazolo[1,5-a]pyridine-4-yl)-4,5-dihydro-3-(2H)-pyridazinone). Isolated yield 25.3%. Reaction SMILES: C([O:8][CH2:9][CH:10]1[C:15]([C:16]2[C:17]3[N:18]([N:24]=[C:25]([C:27]([F:30])([F:29])[F:28])[CH:26]=3)[C:19]([O:22][CH3:23])=[CH:20][CH:21]=2)=[N:14][NH:13][C:12](=[O:31])[CH2:11]1)C1C=CC=CC=1.[H][H]>C(O)C.C(OCC)(=O)C.[C].[Pd]>[OH:8][CH2:9][CH:10]1[C:15]([C:16]2[C:17]3[N:18]([N:24]=[C:25]([C:27]([F:30])([F:29])[F:28])[CH:26]=3)[C:19]([O:22][CH3:23])=[CH:20][CH:21]=2)=[N:14][NH:13][C:12](=[O:31])[CH2:11]1 |f:4.5|. Reported procedure: The compound of Example 322 (60 mg) was dissolved in ethanol (25 mL) and ethyl acetate (25 mL). To this solution, 10% palladium carbon (30 mg) was added and the mixture was stirred at room temperature for 8 hours in a stream of hydrogen gas (1 atm). The insoluble material was removed by filtration through Celite. Evaporation of the solvent and subsequent purification by thin-layer chromatography (silica gel, ethyl acetate:methanol=10:1) afforded the title compound as a pale yellow powder (12 mg)...